This data is from the Open Reaction Database (ORD), a public repository of structured organic reaction records. The task is: describe an organic reaction: reactants, conditions, products, and yield Reactants: C(=O)(C(F)(F)F)O (TFA), C(=O)(OC(C)(C)C)NCCN (N-Boc-ethylenediamine), BrCCCCCC(=O)NCCSC(C1=CC=CC=C1)(C1=CC=CC=C1)C1=CC=CC=C1 (Br—(CH2)5—CONH—(CH2)2-STrt), C(=O)([O-])[O-].[Na+].[Na+] (Na2CO3). Solvent: CC#N.O (MeCN H2O), CN(C)C=O (DMF). Conditions: temperature 70 celsius, time 10 hour. The product is C(=O)(OC(C)(C)C)NCCNCCCCCC(=O)NCCSC(C1=CC=CC=C1)(C1=CC=CC=C1)C1=CC=CC=C1 (Boc-NH—(CH2)2—NH—(CH2)5—CONH—(CH2)2-STrt). Reaction SMILES: [C:1]([NH:8][CH2:9][CH2:10][NH2:11])([O:3][C:4]([CH3:7])([CH3:6])[CH3:5])=[O:2].Br[CH2:13][CH2:14][CH2:15][CH2:16][CH2:17][C:18]([NH:20][CH2:21][CH2:22][S:23][C:24]([C:37]1[CH:42]=[CH:41][CH:40]=[CH:39][CH:38]=1)([C:31]1[CH:36]=[CH:35][CH:34]=[CH:33][CH:32]=1)[C:25]1[CH:30]=[CH:29][CH:28]=[CH:27][CH:26]=1)=[O:19].C([O-])([O-])=O.[Na+].[Na+].C(O)(C(F)(F)F)=O>CN(C=O)C.CC#N.O>[C:1]([NH:8][CH2:9][CH2:10][NH:11][CH2:13][CH2:14][CH2:15][CH2:16][CH2:17][C:18]([NH:20][CH2:21][CH2:22][S:23][C:24]([C:37]1[CH:42]=[CH:41][CH:40]=[CH:39][CH:38]=1)([C:31]1[CH:36]=[CH:35][CH:34]=[CH:33][CH:32]=1)[C:25]1[CH:26]=[CH:27][CH:28]=[CH:29][CH:30]=1)=[O:19])([O:3][C:4]([CH3:5])([CH3:6])[CH3:7])=[O:2] |f:2.3.4,7.8|. Procedure details: N-Boc-ethylenediamine (81 μl, 0.51 mmol) was added to a solution of Br—(CH2)5—CONH—(CH2)2-STrt (230 mg, 0.46 mmol) and Na2CO3 (196 mg, 1.85 mmol) in DMF (0.8 ml). The reaction mixture was stirred for 10 h at 70° C. After cooling to RT the mixture was diluted with 4 ml (MeCN/H2O=25:75, with 0.1% TFA) and purified by RP-HPLC to get Boc-NH—(CH2)2—NH—(CH2)5—CONH—(CH2)2-STrt. Starting materials: C=C(C(=O)O)CCCCCCC (2-methylenenonanoic acid), [H][H] (hydrogen), [Ru((-)-T-BINAP)](ClO4)2, (-)-T-BINAP. The solvent is C(C)O (ethanol). Product: CC(C(=O)O)CCCCCCC (2-methylnonanoic acid). Isolated yield 98.9%. As a reaction SMILES: [CH2:1]=[C:2]([CH2:6][CH2:7][CH2:8][CH2:9][CH2:10][CH2:11][CH3:12])[C:3]([OH:5])=[O:4].[H][H]>C(O)C>[CH3:1][CH:2]([CH2:6][CH2:7][CH2:8][CH2:9][CH2:10][CH2:11][CH3:12])[C:3]([OH:5])=[O:4]. Procedure details: In a 200 ml autoclave, the inside atmosphere of which had previously been replaced with argon, were placed 3.0 g (17.6 mmoles) of 2-methylenenonanoic acid and 50 ml of ethanol. Then, 6.9 mg (0.007 mmole) of [Ru((-)-T-BINAP)](ClO4)2 prepared according to the same manner as in Referential Example 6 except using (-)-T-BINAP in place of (+)-T-BINAP was added to the mixture to perform hydrogenation for 15 hours at a hydrogen pressure of 30 kg/cm2 and at a reaction temperature of 20° C. Thereafter, th...